Dataset: the Open Reaction Database (ORD), a public repository of structured organic reaction records. Task: describe an organic reaction: reactants, conditions, products, and yield Reactants: [Li]CCCC (nBuLi), solution, linoleyl aldehyde, C1CCOC1 (THF), C(CCCCCCC\C=C/C\C=C/CCCCC)C(CCCCCCCC\C=C/C\C=C/CCCCC)C(=O)C(CCCCCCCC\C=C/C\C=C/CCCCC)CCCCCCCC\C=C/C\C=C/CCCCC (di-linoleylmethylketone), [Li] (lithium), C(C)(C)NC(C)C (N,N,-di-isopropylamine), C1CCOC1 (THF). The solvent is hexanes. Run at temperature -78 celsius, time 40 minute. Yields the product C(CCCCCC\C=C/C\C=C/CCCCC)C(C(CCCCCCCC\C=C/C\C=C/CCCCC)=O)C(CCCCCCC\C=C/C\C=C/CCCCC)O ((6Z,9Z,29Z,32Z)-20-((8Z,11Z)-heptadeca-8,11-dien-1-yl)-21-hydroxyoctatriaconta-6,9,29,32-tetraen-19-one). The yield is 62.0%. RXN SMILES: C(NC(C)C)(C)C.[Li]CCCC.[CH2:13]([CH:31]([C:50]([CH:52]([CH2:71][CH2:72][CH2:73][CH2:74][CH2:75][CH2:76][CH2:77][CH2:78]/[CH:79]=[CH:80]\[CH2:81]/[CH:82]=[CH:83]\[CH2:84][CH2:85][CH2:86][CH2:87][CH3:88])[CH2:53][CH2:54][CH2:55][CH2:56][CH2:57][CH2:58][CH2:59][CH2:60]/[CH:61]=[CH:62]\[CH2:63]/[CH:64]=[CH:65]\[CH2:66][CH2:67][CH2:68][CH2:69]C)=[O:51])CCCCCCCC/C=C\C/C=C\CCCCC)[CH2:14][CH2:15][CH2:16][CH2:17][CH2:18][CH2:19][CH2:20]/[CH:21]=[CH:22]\[CH2:23]/[CH:24]=[CH:25]\[CH2:26][CH2:27][CH2:28][CH2:29]C.[Li].C1C[O:93]CC1>>[CH2:53]([CH:52]([CH:71]([OH:93])[CH2:72][CH2:73][CH2:74][CH2:75][CH2:76][CH2:77][CH2:78]/[CH:79]=[CH:80]\[CH2:81]/[CH:82]=[CH:83]\[CH2:84][CH2:85][CH2:86][CH2:87][CH3:88])[C:50](=[O:51])[CH2:31][CH2:13][CH2:14][CH2:15][CH2:16][CH2:17][CH2:18][CH2:19]/[CH:20]=[CH:21]\[CH2:22]/[CH:23]=[CH:24]\[CH2:25][CH2:26][CH2:27][CH2:28][CH3:29])[CH2:54][CH2:55][CH2:56][CH2:57][CH2:58][CH2:59]/[CH:60]=[CH:61]\[CH2:62]/[CH:63]=[CH:64]\[CH2:65][CH2:66][CH2:67][CH2:68][CH3:69] |^1:88|. Reported procedure: To a cooled (−40° C.) solution of N,N,-di-isopropylamine (462 μL, 3.27 mmol) in THF (9 mL) was added nBuLi (1.45 mL, 3.63 mmol as a 2.5M solution in hexanes). After stirring (40 min) the solution was cooled (−78° C.) and treated with di-linoleylmethylketone (1.50 g, 2.85 mmol, neat) dropwise. After stirring (40 min) the newly generated lithium enoloate was added to a cold (−78° C.) solution of linoleyl aldehyde (804 mg, 3.04 mmol) in THF (4 mL). After stirring (1 h, −78° C.) the mixture was quen... Reactants: [Al+3], COc1ccc2c(c1)C(N1CCN(C(C)=O)CC1)CC2, C1CCOC1, [H-], [H-], [H-], [H-], [Li+], [Na+], [OH-], O. The product is CCN1CCN(C2CCc3ccc(OC)cc32)CC1. As a reaction SMILES: [Al+3:2].[C:7]([CH3:8])(=[O:9])[N:10]1[CH2:11][CH2:12][N:13]([CH:16]2[CH2:17][CH2:18][c:19]3[cH:20][cH:21][c:22]([O:25][CH3:26])[cH:23][c:24]32)[CH2:14][CH2:15]1.[CH2:30]1[O:31][CH2:32][CH2:33][CH2:34]1.[H-:1].[H-:4].[H-:5].[H-:6].[Li+:3].[Na+:29].[OH-:28].[OH2:27]>>[CH2:7]([CH3:8])[N:10]1[CH2:11][CH2:12][N:13]([CH:16]2[CH2:17][CH2:18][c:19]3[cH:20][cH:21][c:22]([O:25][CH3:26])[cH:23][c:24]32)[CH2:14][CH2:15]1. Starting materials: Cl.NCCC1=CNC2=CC=CC=C12 (tryptamine-HCl), C(C)(=O)C1=CC=CC=C1 (acetophenone). Procedure: 1-Methyl-1-phenyl-1,3,4,9-tetrahydrobeta-carboline was prepared by the addition of tryptamine-HCl (500 mg, 2.54 mmol), 1-butanol (12 mL), and acetophenone (1.5 mL, 13 mmol) to a 25 mL flask attached with Dean-Stark Trap. Azeotropic removal of a butanol/H2O mixture was conducted during a vigorous reflux period of 4 hours. The concentrated solution was allowed to stir near reflux for an additional 14 hours. The solution was concentrated under reduced pressure. The residue was taken up into EtOAc (... The solvent is C(CCC)O (1-butanol). The product is CC1(NCCC=2C3=CC=CC=C3NC12)C1=CC=CC=C1 (1-methyl-1-phenyl-1,3,4,9-tetrahydrobeta-carboline). As a reaction SMILES: Cl.[NH2:2][CH2:3][CH2:4][C:5]1[C:13]2[C:8](=[CH:9][CH:10]=[CH:11][CH:12]=2)[NH:7][CH:6]=1.[C:14]([C:17]1[CH:22]=[CH:21][CH:20]=[CH:19][CH:18]=1)(=O)[CH3:15]>C(O)CCC>[CH3:15][C:14]1([C:17]2[CH:22]=[CH:21][CH:20]=[CH:19][CH:18]=2)[C:6]2[NH:7][C:8]3[C:13](=[CH:12][CH:11]=[CH:10][CH:9]=3)[C:5]=2[CH2:4][CH2:3][NH:2]1 |f:0.1|. Yield: 56.4%. Reactants: CCC(C)C(=O)O, CC(C)=C1CC(CO)C1(C)C, O=C(Cl)C(=O)Cl. Yields the product CCC(C)C(=O)OCC1CC(=C(C)C)C1(C)C. Reaction SMILES: [CH3:18][CH:19]([C:20](=[O:21])[OH:22])[CH2:23][CH3:24].[CH3:1][C:2]1([CH3:11])[CH:3]([CH2:9][OH:10])[CH2:4][C:5]1=[C:6]([CH3:7])[CH3:8].[Cl:12][C:13]([C:14]([Cl:15])=[O:16])=[O:17]>>[CH3:1][C:2]1([CH3:11])[CH:3]([CH2:9][O:10][C:20]([CH:19]([CH3:18])[CH2:23][CH3:24])=[O:21])[CH2:4][C:5]1=[C:6]([CH3:7])[CH3:8]. The reactants are O=C(n1ccnc1)n1ccnc1, CO, NS(=O)(=O)C1CC1, C=CC1CC1(NC(=O)C1Cc2cc(Oc3cccc(Cl)c3)ccc2CN1C(=O)C(Nc1ccc(F)cc1)C(C)(C)C)C(=O)O, ClCCCl, ClC(Cl)Cl, C1CCC2=NCCCN2CC1. Product: C=CC1CC1(NC(=O)C1Cc2cc(Oc3cccc(Cl)c3)ccc2CN1C(=O)C(Nc1ccc(F)cc1)C(C)(C)C)C(=O)NS(=O)(=O)C1CC1. As a reaction SMILES: [C:45]([n:46]1[cH:47][cH:48][n:49][cH:50]1)([n:51]1[cH:52][cH:53][n:54][cH:55]1)=[O:56].[CH3:79][OH:80].[CH:57]1([S:60](=[O:61])(=[O:62])[NH2:63])[CH2:58][CH2:59]1.[Cl:1][c:2]1[cH:3][c:4]([O:5][c:6]2[cH:7][c:8]3[c:13]([cH:14][cH:15]2)[CH2:12][N:11]([C:16]([CH:17]([C:18]([CH3:19])([CH3:20])[CH3:21])[NH:22][c:23]2[cH:24][cH:25][c:26]([F:29])[cH:27][cH:28]2)=[O:30])[CH:10]([C:31](=[O:32])[NH:33][C:34]2([C:39](=[O:40])[OH:41])[CH:35]([CH:37]=[CH2:38])[CH2:36]2)[CH2:9]3)[cH:42][cH:43][cH:44]1.[Cl:75][CH2:76][CH2:77][Cl:78].[Cl:81][CH:82]([Cl:83])[Cl:84].[N:64]12[CH2:65][CH2:66][CH2:67][N:68]=[C:69]1[CH2:70][CH2:71][CH2:72][CH2:73][CH2:74]2>>[Cl:1][c:2]1[cH:3][c:4]([O:5][c:6]2[cH:7][c:8]3[c:13]([cH:14][cH:15]2)[CH2:12][N:11]([C:16]([CH:17]([C:18]([CH3:19])([CH3:20])[CH3:21])[NH:22][c:23]2[cH:24][cH:25][c:26]([F:29])[cH:27][cH:28]2)=[O:30])[CH:10]([C:31](=[O:32])[NH:33][C:34]2([C:39](=[O:40])[NH:63][S:60]([CH:57]4[CH2:58][CH2:59]4)(=[O:61])=[O:62])[CH:35]([CH:37]=[CH2:38])[CH2:36]2)[CH2:9]3)[cH:42][cH:43][cH:44]1.